This data is from the Open Reaction Database (ORD), a public repository of structured organic reaction records. The task is: describe an organic reaction: reactants, conditions, products, and yield Reactants: [N-]=[N+]=[N-].[Na+] (Sodium azide), C(C)OC(=O)C=1C=NC2=CC(=CC=C2C1Cl)Cl (ethyl-4,7-dichloroquinoline-3-carboxylate), O (water). The solvent is CN(C=O)C (dimethyl formamide). Reaction conditions: time 18 hour. The product is C(C)OC(=O)C=1C=NC2=CC(=CC=C2C1N=[N+]=[N-])Cl (Ethyl-4-azido-7-chloroquinoline-3-carboxylate). Reaction SMILES: [N-:1]=[N+:2]=[N-:3].[Na+].[CH2:5]([O:7][C:8]([C:10]1[CH:11]=[N:12][C:13]2[C:18]([C:19]=1Cl)=[CH:17][CH:16]=[C:15]([Cl:21])[CH:14]=2)=[O:9])[CH3:6].O>CN(C)C=O>[CH2:5]([O:7][C:8]([C:10]1[CH:11]=[N:12][C:13]2[C:18]([C:19]=1[N:1]=[N+:2]=[N-:3])=[CH:17][CH:16]=[C:15]([Cl:21])[CH:14]=2)=[O:9])[CH3:6] |f:0.1|. Reported procedure: Sodium azide (0.62 g; 0.009 M) was suspended in a solution of ethyl-4,7-dichloroquinoline-3-carboxylate E. F. Elslager, et al., J. Med. Pharm, Chem, 5, 550 (1962) (1.75 g; 0.006 M) in dry dimethyl formamide (20 ml) and this mixture stirred at ambient temperatures. After 18 hr. the mixture was poured into reapidly stirred water (200 ml), the resultant precipitate filtered off, dried at the pump and then recrystallised from ethanol (8 ml/g), 1.27 g (71%), m.p. 94.5° C., (Found: C, 51.7; H, 3.4; N,... The reactants are C(C1=CC=CC=C1)C1(CCC2(OCC(CO2)(C)C)CC1)O (9-benzyl-3,3-dimethyl-1,5-dioxaspiro[5.5]undecan-9-ol), O.C1(=CC=C(C=C1)S(=O)(=O)O)C (p-toluenesulfonic acid monohydrate). The solvent is C1(=CC=CC=C1)C (toluene). Reaction conditions: time 5 hour. Yields the product C(C1=CC=CC=C1)C1CCC(CC1)=O (4-Benzylcyclohexanone). Isolated yield 27.1%. RXN SMILES: [CH2:1]([C:8]1(O)[CH2:20][CH2:19][C:11]2(OCC(C)(C)C[O:12]2)[CH2:10][CH2:9]1)[C:2]1[CH:7]=[CH:6][CH:5]=[CH:4][CH:3]=1.O.C1(C)C=CC(S(O)(=O)=O)=CC=1>C1(C)C=CC=CC=1>[CH2:1]([CH:8]1[CH2:20][CH2:19][C:11](=[O:12])[CH2:10][CH2:9]1)[C:2]1[CH:7]=[CH:6][CH:5]=[CH:4][CH:3]=1 |f:1.2|. Procedure: To a solution in toluene (44.0 mL) of the compound (1.28 g) obtained in step (1) above, p-toluenesulfonic acid monohydrate (84.0 mg) was added and thereafter the mixture was refluxed for 3 hours with a Dean-Stark apparatus. After being cooled to room temperature, the reaction mixture was concentrated under reduced pressure. The resulting residue was purified by silica gel column chromatography (n-hexane:ethyl acetate=100:0-50:50). A suspension of the resulting purified product (935 mg) and 20% p... As a reaction SMILES: O[C:2]1[CH:11]=[CH:10][C:9]2[C:4](=[CH:5][CH:6]=[CH:7][CH:8]=2)[C:3]=1[CH:12]=O.[NH2:14][C:15]1[CH:20]=[CH:19][CH:18]=[CH:17][CH:16]=1.C([OH:23])C>>[OH:23][C:16]1[CH:17]=[CH:18][CH:19]=[CH:20][C:15]=1[N:14]=[CH:12][C:3]1[C:4]2[C:9](=[CH:8][CH:7]=[CH:6][CH:5]=2)[CH:10]=[CH:11][CH:2]=1. Reaction conditions: temperature 70 celsius. Procedure details: 6.88 g (40.0 mmol) of 2-hydroxy-1-naphthaldehyde was dissolved in 10 ml ethanol under heating, and 3.72 g (20.0 mmol) of aniline was added. After stirring under reflux at 70° C. for 1 hour, completion of the reaction was confirmed by TLC. Upon being left at rest over night in a refrigerator, a crystal was formed, and the resulting precipitation was filtered by Kiriyama funnel. Drying under reduced pressure at 25° C. for 24 hours gave 2-hydroxy-1-naphthylmethylidene aniline (hereinafter, also ref... The reactants are OC1=C(C2=CC=CC=C2C=C1)C=O (2-hydroxy-1-naphthaldehyde), C(C)O (ethanol), NC1=CC=CC=C1 (aniline). Product: OC1=C(N=CC2=CC=CC3=CC=CC=C23)C=CC=C1 (2-hydroxy-1-naphthylmethylidene aniline). Starting materials: CC(C)OCCn1c(N2CCCN(C(=O)OC(C)(C)C)CC2)nc2ccccc21, CCO, CCOCC, I. Product: I, CC(C)OCCn1c(N2CCCNCC2)nc2ccccc21. RXN SMILES: [C:1]([O:2][C:3](=[O:4])[N:8]1[CH2:9][CH2:10][N:11]([c:15]2[n:16][c:17]3[c:18]([n:19]2[CH2:20][CH2:21][O:22][CH:23]([CH3:24])[CH3:25])[cH:26][cH:27][cH:28][cH:29]3)[CH2:12][CH2:13][CH2:14]1)([CH3:5])([CH3:6])[CH3:7].[CH3:31][CH2:32][OH:33].[CH3:34][CH2:35][O:36][CH2:37][CH3:38].[IH:30]>>[IH:30].[NH:8]1[CH2:9][CH2:10][N:11]([c:15]2[n:16][c:17]3[c:18]([n:19]2[CH2:20][CH2:21][O:22][CH:23]([CH3:24])[CH3:25])[cH:26][cH:27][cH:28][cH:29]3)[CH2:12][CH2:13][CH2:14]1. Reactants: C#C[Si](C)(C)C, CC#N, [Cu]I, Cc1c(I)cnc(N)c1C#N. The product is Cc1c(C#C[Si](C)(C)C)cnc(N)c1C#N. RXN SMILES: [CH3:12][Si:13]([CH3:14])([CH3:15])[C:16]#[CH:17].[CH3:18][C:19]#[N:20].[Cu:21][I:22].[NH2:1][c:2]1[n:3][cH:4][c:5]([I:11])[c:6]([CH3:10])[c:7]1[C:8]#[N:9]>>[NH2:1][c:2]1[n:3][cH:4][c:5]([C:17]#[C:16][Si:13]([CH3:12])([CH3:14])[CH3:15])[c:6]([CH3:10])[c:7]1[C:8]#[N:9]. Yields the product CC1C(=O)NS(=O)(=O)N1Cc1cccc(-n2nc(C(C)(C)C)cc2NC(=O)Nc2cccc3ccccc23)c1. RXN SMILES: [C:1]([CH3:2])([CH3:3])([CH3:4])[c:5]1[cH:6][c:7]([NH:35][C:36](=[O:37])[NH:38][c:39]2[cH:40][cH:41][cH:42][c:43]3[cH:44][cH:45][cH:46][cH:47][c:48]23)[n:8](-[c:10]2[cH:11][c:12]([CH2:16][N:17]3[S:18](=[O:33])(=[O:34])[N:19]([CH2:24][c:25]4[cH:26][cH:27][c:28]([O:29][CH3:30])[cH:31][cH:32]4)[C:20](=[O:23])[CH:21]3[CH3:22])[cH:13][cH:14][cH:15]2)[n:9]1.[OH:49][C:50]([C:51]([F:52])([F:53])[F:54])=[O:55]>>[C:1]([CH3:2])([CH3:3])([CH3:4])[c:5]1[cH:6][c:7]([NH:35][C:36](=[O:37])[NH:38][c:39]2[cH:40][cH:41][cH:42][c:43]3[cH:44][cH:45][cH:46][cH:47][c:48]23)[n:8](-[c:10]2[cH:11][c:12]([CH2:16][N:17]3[S:18](=[O:33])(=[O:34])[NH:19][C:20](=[O:23])[CH:21]3[CH3:22])[cH:13][cH:14][cH:15]2)[n:9]1. The reactants are COc1ccc(CN2C(=O)C(C)N(Cc3cccc(-n4nc(C(C)(C)C)cc4NC(=O)Nc4cccc5ccccc45)c3)S2(=O)=O)cc1, O=C(O)C(F)(F)F. Reactants: CCOCC, CC(=O)OC(C)=O, CCCCCC(O)CCCN(CCCCCCC(=O)O)S(C)(=O)=O. Product: CCCCCC(CCCN(CCCCCCC(=O)O)S(C)(=O)=O)OC(C)=O. RXN SMILES: [CH2:32]([O:33][CH2:34][CH3:35])[CH3:36].[CH3:25][C:26](=[O:27])[O:28][C:29](=[O:30])[CH3:31].[OH:1][CH:2]([CH2:3][CH2:4][CH2:5][N:6]([S:7](=[O:8])(=[O:9])[CH3:10])[CH2:11][CH2:12][CH2:13][CH2:14][CH2:15][CH2:16][C:17](=[O:18])[OH:19])[CH2:20][CH2:21][CH2:22][CH2:23][CH3:24]>>[O:1]([CH:2]([CH2:3][CH2:4][CH2:5][N:6]([S:7](=[O:8])(=[O:9])[CH3:10])[CH2:11][CH2:12][CH2:13][CH2:14][CH2:15][CH2:16][C:17](=[O:18])[OH:19])[CH2:20][CH2:21][CH2:22][CH2:23][CH3:24])[C:26]([CH3:25])=[O:27].